Dataset: the Open Reaction Database (ORD), a public repository of structured organic reaction records. Task: describe an organic reaction: reactants, conditions, products, and yield The reactants are [Br-], O=C(NC1CCC(=O)N2CCCC(C(=O)O)N2C1=O)c1ccccc1, ClCCl, [K+], CC(C)(C)OC(=O)C1CCCN2C(=O)CCC(NC(=O)OCC3c4ccccc4-c4ccccc43)C(=O)N12. Yields the product O=C(NC1CCC(=O)N2CCCC(C(=O)O)N2C1=O)OCC1c2ccccc2-c2ccccc21. As a reaction SMILES: [Br-:64].[C:39]([NH:40][CH:41]1[C:42](=[O:43])[N:44]2[CH:45]([C:46]([OH:47])=[O:48])[CH2:49][CH2:50][CH2:51][N:52]2[C:53](=[O:54])[CH2:55][CH2:56]1)(=[O:57])[c:58]1[cH:59][cH:60][cH:61][cH:62][cH:63]1.[Cl:66][CH2:67][Cl:68].[K+:65].[O:1]=[C:2]1[N:3]2[N:4]([C:5](=[O:27])[CH:6]([NH:9][C:10](=[O:11])[O:12][CH2:13][CH:14]3[c:15]4[cH:16][cH:17][cH:18][cH:19][c:20]4-[c:21]4[cH:22][cH:23][cH:24][cH:25][c:26]43)[CH2:7][CH2:8]1)[CH:28]([C:32](=[O:33])[O:34][C:35]([CH3:36])([CH3:37])[CH3:38])[CH2:29][CH2:30][CH2:31]2>>[O:1]=[C:2]1[N:3]2[N:4]([C:5](=[O:27])[CH:6]([NH:9][C:10](=[O:11])[O:12][CH2:13][CH:14]3[c:15]4[cH:16][cH:17][cH:18][cH:19][c:20]4-[c:21]4[cH:22][cH:23][cH:24][cH:25][c:26]43)[CH2:7][CH2:8]1)[CH:28]([C:32](=[O:33])[OH:34])[CH2:29][CH2:30][CH2:31]2. The yield is 80.6%. As a reaction SMILES: C1([Se][Se]C2C=CC=CC=2)C=CC=CC=1.[BH4-].[Na+].C(O)(=[O:19])C.[C:21]([O:24][CH2:25][CH3:26])(=[O:23])[CH3:22].[CH2:27]([OH:29])[CH3:28]>>[C@@H:21]12[O:23][CH2:26][C@@H:25]([O:24]1)[C@H:27]([OH:29])[CH2:28][C:22]2=[O:19] |f:1.2|. The product is [C@H]12C(C[C@@H](O)[C@H](O1)CO2)=O (1,6-anhydro-3-deoxy-β-D-threo-hexopyranos-2-ulose). Run at time 5 minute. Reported procedure: 0.47 g (1.50 mmol) of diphenyl diselenide dissolved in 7.5 ml of dry ethanol and 0.11 g (3.00 mmol) of sodium borohydride was gradually added thereto at room temperature. After the reaction mixture was stirred for 5 minutes, 11.6 ml of acetic acid was added to the reaction mixture while ice-cooling. Then, 0.16 g (1.00 mmol of 1,6:3,4-dianhydro-β-D-lyxo-hexopyranos-2-ulose monohydrate represented by the above formula [5'] dissolved in 8 ml of a dry ethanol was added dropwise thereto. After the re... Reactants: [BH4-].[Na+] (sodium borohydride), C(C)O (ethanol), 1,6, 3,4-dianhydro-β-D-lyxo-hexopyranos-2-ulose monohydrate, C1(=CC=CC=C1)[Se][Se]C1=CC=CC=C1 (diphenyl diselenide), C(C)O (ethanol), C(C)(=O)O (acetic acid), C(C)(=O)OCC (ethyl acetate).